From a dataset of the Open Reaction Database (ORD), a public repository of structured organic reaction records. describe an organic reaction: reactants, conditions, products, and yield Reactants: CCOCC, CCOC(C)=O, CC(C)OC(C)C, CCOC(=O)CC(=O)c1cc(F)c(O)nc1Nc1ccc(F)cc1F, C=[N+]=[N-]. Product: CCOC(=O)CC(=O)c1cc(F)c(OC)nc1Nc1ccc(F)cc1F. As a reaction SMILES: [CH3:26][CH2:27][O:28][CH2:29][CH3:30].[CH3:41][CH2:42][O:43][C:44](=[O:45])[CH3:46].[CH:34]([O:35][CH:36]([CH3:37])[CH3:38])([CH3:39])[CH3:40].[F:1][c:2]1[c:3]([NH:9][c:10]2[c:11]([C:12](=[O:13])[CH2:14][C:15](=[O:16])[O:17][CH2:18][CH3:19])[cH:20][c:21]([F:25])[c:22]([OH:24])[n:23]2)[cH:4][cH:5][c:6]([F:8])[cH:7]1.[N+:31](=[CH2:32])=[N-:33]>>[F:1][c:2]1[c:3]([NH:9][c:10]2[c:11]([C:12](=[O:13])[CH2:14][C:15](=[O:16])[O:17][CH2:18][CH3:19])[cH:20][c:21]([F:25])[c:22]([O:24][CH3:26])[n:23]2)[cH:4][cH:5][c:6]([F:8])[cH:7]1.